From a dataset of the Open Reaction Database (ORD), a public repository of structured organic reaction records. describe an organic reaction: reactants, conditions, products, and yield Starting materials: ClCCCl, CCO, CC(C)(CN)CN, S=C=S. Product: CC1(C)CNC(=S)NC1. RXN SMILES: [CH2:11]([Cl:12])[CH2:13][Cl:14].[CH3:15][CH2:16][OH:17].[CH3:4][C:5]([CH2:6][NH2:7])([CH2:8][NH2:9])[CH3:10].[S:1]=[C:2]=[S:3]>>[C:2]1(=[S:3])[NH:7][CH2:6][C:5]([CH3:4])([CH3:10])[CH2:8][NH:9]1.